This data is from the Open Reaction Database (ORD), a public repository of structured organic reaction records. The task is: describe an organic reaction: reactants, conditions, products, and yield Starting materials: [Br-], BrCCCBr, N#CCc1ccc(Br)cc1, CCCC[N+](CCCC)(CCCC)CCCC, Cc1ccccc1, [K+], [OH-], O. Product: N#CC1(c2ccc(Br)cc2)CCC1. Reaction SMILES: [Br-:19].[Br:14][CH2:15][CH2:16][CH2:17][Br:18].[Br:4][c:5]1[cH:6][cH:7][c:8]([CH2:11][C:12]#[N:13])[cH:9][cH:10]1.[CH3:20][CH2:21][CH2:22][CH2:23][N+:24]([CH2:25][CH2:26][CH2:27][CH3:28])([CH2:29][CH2:30][CH2:31][CH3:32])[CH2:33][CH2:34][CH2:35][CH3:36].[CH3:37][c:38]1[cH:39][cH:40][cH:41][cH:42][cH:43]1.[K+:2].[OH-:1].[OH2:3]>>[Br:4][c:5]1[cH:6][cH:7][c:8]([C:11]2([C:12]#[N:13])[CH2:15][CH2:16][CH2:17]2)[cH:9][cH:10]1. The reactants are CC(=O)C1=C(C)Nc2cc[nH]c(=O)c2C1c1ccc(C#N)cc1OC(F)(F)F, O=C([O-])O, C1CCOC1, CCOS(=O)(=O)C(F)(F)F, [Na+]. Yields the product CCOc1nccc2c1C(c1ccc(C#N)cc1OC(F)(F)F)C(C(C)=O)=C(C)N2. RXN SMILES: [C:1]([CH3:2])(=[O:3])[C:4]1=[C:5]([CH3:28])[NH:6][c:7]2[cH:8][cH:9][nH:10][c:11](=[O:27])[c:12]2[CH:13]1[c:14]1[c:15]([O:22][C:23]([F:24])([F:25])[F:26])[cH:16][c:17]([C:18]#[N:19])[cH:20][cH:21]1.[C:39](=[O:40])([OH:41])[O-:42].[CH2:44]1[O:45][CH2:46][CH2:47][CH2:48]1.[F:29][C:30]([F:31])([F:32])[S:33]([O:34][CH2:35][CH3:36])(=[O:37])=[O:38].[Na+:43]>>[C:1]([CH3:2])(=[O:3])[C:4]1=[C:5]([CH3:28])[NH:6][c:7]2[cH:8][cH:9][n:10][c:11]([O:27][CH2:35][CH3:36])[c:12]2[CH:13]1[c:14]1[c:15]([O:22][C:23]([F:24])([F:25])[F:26])[cH:16][c:17]([C:18]#[N:19])[cH:20][cH:21]1. Reactants: ClC1=CC=C(C=C1)C1(CCC1)C(CCCOCC(C)=O)N(C)C (1-{4-[1-(4-chlorophenyl)cyclobutyl] -4-dimethylaminobutoxy}propan-2-one), [BH4-].[Na+] (sodium borohydride), CC(C)O (propan-2-ol). Solvent: O (water). Yields the product ClC1=CC=C(C=C1)C1(CCC1)C(CCCOCC(C)O)N(C)C (1-{4-[1-(4-chlorophenyl)cyclobutyl]-4-dimethylaminobutoxy}propan-2-ol). RXN SMILES: [Cl:1][C:2]1[CH:7]=[CH:6][C:5]([C:8]2([CH:12]([N:21]([CH3:23])[CH3:22])[CH2:13][CH2:14][CH2:15][O:16][CH2:17][C:18](=[O:20])[CH3:19])[CH2:11][CH2:10][CH2:9]2)=[CH:4][CH:3]=1.[BH4-].[Na+].CC(O)C>O>[Cl:1][C:2]1[CH:3]=[CH:4][C:5]([C:8]2([CH:12]([N:21]([CH3:23])[CH3:22])[CH2:13][CH2:14][CH2:15][O:16][CH2:17][CH:18]([OH:20])[CH3:19])[CH2:9][CH2:10][CH2:11]2)=[CH:6][CH:7]=1 |f:1.2|. Procedure: A mixture of 1-{4-[1-(4-chlorophenyl)cyclobutyl]-4-dimethylaminobutoxy}propan-2-one (1.4 g prepared as described in Example 214) sodium borohydride (1.5 g) and propan-2-ol (30 ml) was heated under reflux for 4.25 hours. The mixture was cooled and poured into water. The aqueous mixture was extracted with ether. The extract was dried and evaporated to give a residue which was heated at 90°/20 mm to leave 1-{4-[1-(4-chlorophenyl)cyclobutyl]-4-dimethylaminobutoxy}propan-2-ol as an oil the boiling po... The reactants are FC1=C(C(=O)O)C=C(C(=C1)F)F (2,4,5-Trifluorobenzoic acid), C(C)(C)[N-]C(C)C.[Li+] (Lithium diisopropylamide), FC1=C(N)C=CC(=C1)F (2,4-difluoroaniline), C(C)(C)NC(C)C (diisopropylamine), C(CCC)[Li] (n-butyllithium), Cl.O1CCOCC1 (hydrogen chloride dioxane). The solvent is O1CCCC1 (tetrahydrofuran). Conditions: temperature -78 celsius, time 0.5 hour. Product: FC1=C(NC2=C(C(=O)O)C=C(C(=C2)F)F)C=CC(=C1)F (2-(2,4-difluoroanilino)-4,5-difluorobenzoic acid). Isolated yield 45.0%. Reaction SMILES: C([N-]C(C)C)(C)C.[Li+].C(NC(C)C)(C)C.C([Li])CCC.[F:21][C:22]1[CH:28]=[C:27]([F:29])[CH:26]=[CH:25][C:23]=1[NH2:24].F[C:31]1[CH:39]=[C:38]([F:40])[C:37]([F:41])=[CH:36][C:32]=1[C:33]([OH:35])=[O:34].Cl.O1CCOCC1>O1CCCC1>[F:21][C:22]1[CH:28]=[C:27]([F:29])[CH:26]=[CH:25][C:23]=1[NH:24][C:31]1[CH:39]=[C:38]([F:40])[C:37]([F:41])=[CH:36][C:32]=1[C:33]([OH:35])=[O:34] |f:0.1,6.7|. Procedure: Lithium diisopropylamide is generated at −5° C. by combining diisopropylamine (7.2 mL, 51 mmol) and n-butyllithium (33 mL, 53 mmol) in anhydrous tetrahydrofuran (150 mL) under an inert atmosphere. After 0.5 hour, the solution is cooled to −78° C. and 2,4-difluoroaniline (3.46 mL, 34 mmol) is added and stirred for 2 hours. 2,4,5-Trifluorobenzoic acid (3.0 g, 17 mmol) is added, and the mixture is subsequently allowed to warm to room temperature over 18 hours. A saturated solution of hydrogen chlor... Reactants: CC1=NN(C(=C1)C)C(NS(=O)(=O)C1=CC=C(C=C1)C)=N (N-[(3,5-dimethylpyrazol-1-yl)-iminomethyl]-4-methylbenzene-sulfonamide), CS(=O)(=O)O (methanesulfonic acid), C(CC)N (n-propylamine). Product: NCCCNC=NS(=O)(=O)C1=CC=C(C=C1)C (N-[aminopropylaminomethylene]-4-methylbenzenesulfonamide). RXN SMILES: C[C:2]1[CH:6]=[C:5](C)[N:4]([C:8](=N)[NH:9][S:10]([C:13]2[CH:18]=[CH:17][C:16]([CH3:19])=[CH:15][CH:14]=2)(=[O:12])=[O:11])[N:3]=1.CS(O)(=O)=O.C(N)CC>>[NH2:3][CH2:2][CH2:6][CH2:5][NH:4][CH:8]=[N:9][S:10]([C:13]1[CH:14]=[CH:15][C:16]([CH3:19])=[CH:17][CH:18]=1)(=[O:12])=[O:11]. Reported procedure: The compound of Example 10 was prepared according to the accompanying synthesis procedure from 0.5 ml of N-[(3,5-dimethylpyrazol-1-yl)-iminomethyl]-4-methylbenzene-sulfonamide solution (0.2 M, acetonitrile) with 19 mg of methanesulfonic acid and 0.5 ml of n-propylamine solution (1.0 M, acetonitrile) and filed in a substance databank. Calculated mol. wt. 255.34; found mol. wt. (M+H) 256.2; 511.0 (Dimer) Reactants: O=C1CCC(N2Cc3c(OCc4cccc(CBr)c4)cccc3C2=O)C(=O)N1, CCN(C(C)C)C(C)C, CC#N, Cl, Cl, FC(F)(F)CN1CCNCC1. The product is O=C1CCC(N2Cc3c(OCc4cccc(CN5CCN(CC(F)(F)F)CC5)c4)cccc3C2=O)C(=O)N1. Reaction SMILES: [Br:1][CH2:2][c:3]1[cH:4][c:5]([CH2:6][O:7][c:8]2[c:9]3[c:13]([cH:14][cH:15][cH:16]2)[C:12](=[O:17])[N:11]([CH:18]2[C:19](=[O:25])[NH:20][C:21](=[O:24])[CH2:22][CH2:23]2)[CH2:10]3)[cH:26][cH:27][cH:28]1.[CH2:42]([N:43]([CH:44]([CH3:45])[CH3:46])[CH:47]([CH3:48])[CH3:49])[CH3:50].[CH3:51][C:52]#[N:53].[ClH:29].[ClH:30].[F:31][C:32]([CH2:33][N:34]1[CH2:35][CH2:36][NH:37][CH2:38][CH2:39]1)([F:40])[F:41]>>[CH2:2]([c:3]1[cH:4][c:5]([CH2:6][O:7][c:8]2[c:9]3[c:13]([cH:14][cH:15][cH:16]2)[C:12](=[O:17])[N:11]([CH:18]2[C:19](=[O:25])[NH:20][C:21](=[O:24])[CH2:22][CH2:23]2)[CH2:10]3)[cH:26][cH:27][cH:28]1)[N:37]1[CH2:36][CH2:35][N:34]([CH2:33][C:32]([F:31])([F:40])[F:41])[CH2:39][CH2:38]1.